The task is: describe an organic reaction: reactants, conditions, products, and yield. This data is from the Open Reaction Database (ORD), a public repository of structured organic reaction records. Reactants: FC1=CC=C(C=C1)[C@@H]1CC[C@@H](N1S(=O)(=O)C1=CC=C(C=C1)C)CCCC#N ((2S,5S)-4-[5-(4-fluoro-phenyl)-1-(toluene-4-sulfonyl)-pyrrolidin-2-yl]-butyronitrile), CNN (methylhydrazine), C(Cl)(Cl)Cl (chloroform). Yields the product FC1=CC=C(C=C1)[C@@H]1CC[C@@H](N1S(=O)(=O)C1=CC=C(C=C1)C)CCCC1=NC=NN1C ((2S,5S)-5-{3-[5-(4-Fluoro-phenyl)-1-(toluene-4-sulfonyl)-pyrrolidin-2-yl]-propyl}-1-methyl-1H-[1,2,4]triazole). RXN SMILES: [F:1][C:2]1[CH:7]=[CH:6][C:5]([C@H:8]2[N:12]([S:13]([C:16]3[CH:21]=[CH:20][C:19]([CH3:22])=[CH:18][CH:17]=3)(=[O:15])=[O:14])[C@@H:11]([CH2:23][CH2:24][CH2:25][C:26]#[N:27])[CH2:10][CH2:9]2)=[CH:4][CH:3]=1.[CH3:28][NH:29][NH2:30].[CH:31](Cl)(Cl)Cl>>[F:1][C:2]1[CH:3]=[CH:4][C:5]([C@H:8]2[N:12]([S:13]([C:16]3[CH:17]=[CH:18][C:19]([CH3:22])=[CH:20][CH:21]=3)(=[O:15])=[O:14])[C@@H:11]([CH2:23][CH2:24][CH2:25][C:26]3[N:30]([CH3:31])[N:29]=[CH:28][N:27]=3)[CH2:10][CH2:9]2)=[CH:6][CH:7]=1. Procedure: The title compound, colorless oil, MS: m/e=443.2 (M+H+) and [α]D20=−68.8° (c=0.3443 in chloroform), was prepared in accordance with the general method of example 26 from (2S,5S)-4-[5-(4-fluoro-phenyl)-1-(toluene-4-sulfonyl)-pyrrolidin-2-yl]-butyronitrile and methylhydrazine. Reactants: FC1=C(CCl)C=CC=C1 (2-fluorobenzyl chloride), C(C(=O)OCC)(=O)OCC (diethyl oxalate), Mg. Solvent: C(C)OCC (diethyl ether), C(C)OCC (diethyl ether), C(C)OCC (diethyl ether). Conditions: time 10 minute. The product is FC1=C(C=CC=C1)CC(C(=O)OCC)=O (Ethyl (2-fluorophenyl)pyruvate). The yield is 70.0%. As a reaction SMILES: [F:1][C:2]1[CH:9]=[CH:8][CH:7]=[CH:6][C:3]=1[CH2:4]Cl.[C:10](OCC)(=[O:16])[C:11]([O:13][CH2:14][CH3:15])=[O:12]>C(OCC)C>[F:1][C:2]1[CH:9]=[CH:8][CH:7]=[CH:6][C:3]=1[CH2:4][C:10](=[O:16])[C:11]([O:13][CH2:14][CH3:15])=[O:12]. Procedure: To a suspension of Mg turnings (0.231 g, 9.51 mmol) in diethyl ether (1.5 mL) was added a solution of 2-fluorobenzyl chloride (1.25 g, 8.65 mmol) in diethyl ether (9 mL) dropwise to the refluxing reaction mixture. The mixture was stirred for 10 min, cooled to room temperature and added dropwise to a solution of diethyl oxalate (2.53 g, 17.29 mmol) in diethyl ether (17 mL) at 0° C. The reaction mixture was stirred at room temperature for 2 hours, quenched with 1M aqueous hydrochloric acid and ext...